This data is from the Open Reaction Database (ORD), a public repository of structured organic reaction records. The task is: describe an organic reaction: reactants, conditions, products, and yield As a reaction SMILES: [BH4-].[Na+].[CH3:3][O:4][C:5]1[CH:6]=[C:7]([CH:12]=[CH:13][C:14]=1[CH2:15][CH:16]1[C:24]2[C:19](=[CH:20][CH:21]=[C:22]([NH:25]C(=O)C(F)(F)F)[CH:23]=2)[CH:18]=[CH:17]1)[C:8]([O:10][CH3:11])=[O:9].O1CCCC1.[ClH:37]>CO>[ClH:37].[NH2:25][C:22]1[CH:23]=[C:24]2[C:19]([CH2:18][CH:17]=[C:16]2[CH2:15][C:14]2[CH:13]=[CH:12][C:7]([C:8]([O:10][CH3:11])=[O:9])=[CH:6][C:5]=2[O:4][CH3:3])=[CH:20][CH:21]=1 |f:0.1,6.7|. Conditions: time 15 minute. Starting materials: COC=1C=C(C(=O)OC)C=CC1CC1C=CC2=CC=C(C=C12)NC(C(F)(F)F)=O (methyl 3-methoxy-4-[6-(trifluoroacetamido)-1H-inden-1-ylmethyl]benzoate), O1CCCC1 (tetrahydrofuran), [BH4-].[Na+] (Sodium borohydride), Cl (Hydrochloric acid). Procedure: Sodium borohydride (0.24 g), was added to a 0° C. mixture of methyl 3-methoxy-4-[6-(trifluoroacetamido)-1H-inden-1-ylmethyl]benzoate (1.25 g), tetrahydrofuran (14 ml) and methanol (2 ml). After 15 min, the reaction was stirred at room temperature for 2 h and cooled to 0° C. 1N Hydrochloric acid was added and the mixture was extracted with ethyl acetate. The organic layer was washed (sodium bicarbonate, water, brine) and dried (MgSO4). Evaporation, dissolution in ether (50 ml) and addition of eth... The product is Cl.NC1=CC=C2CC=C(C2=C1)CC1=C(C=C(C(=O)OC)C=C1)OC (methyl 4-(6-amino-3H-inden-1-ylmethyl)-3-methyoxybenzoate hydrochloride). Yield: 79.0%. The solvent is CO (methanol). The reactants are CCO, CC(C)c1ccc2c(Cl)ncnc2c1, CC(NC(=O)c1ccc(Sc2ccc(NC(=O)OC(C)(C)C)cc2)c(N)c1)c1ccccc1. The product is CC(C)c1ccc2c(Nc3cc(C(=O)NC(C)c4ccccc4)ccc3Sc3ccc(NC(=O)OC(C)(C)C)cc3)ncnc2c1. Reaction SMILES: [CH3:48][CH2:49][OH:50].[Cl:34][c:35]1[n:36][cH:37][n:38][c:39]2[cH:40][c:41]([CH:45]([CH3:46])[CH3:47])[cH:42][cH:43][c:44]12.[NH2:1][c:2]1[c:3]([S:19][c:20]2[cH:21][cH:22][c:23]([NH:26][C:27]([O:28][C:29]([CH3:30])([CH3:31])[CH3:32])=[O:33])[cH:24][cH:25]2)[cH:4][cH:5][c:6]([C:8]([NH:9][CH:10]([CH3:11])[c:12]2[cH:13][cH:14][cH:15][cH:16][cH:17]2)=[O:18])[cH:7]1>>[NH:1]([c:2]1[c:3]([S:19][c:20]2[cH:21][cH:22][c:23]([NH:26][C:27]([O:28][C:29]([CH3:30])([CH3:31])[CH3:32])=[O:33])[cH:24][cH:25]2)[cH:4][cH:5][c:6]([C:8]([NH:9][CH:10]([CH3:11])[c:12]2[cH:13][cH:14][cH:15][cH:16][cH:17]2)=[O:18])[cH:7]1)[c:35]1[n:36][cH:37][n:38][c:39]2[cH:40][c:41]([CH:45]([CH3:46])[CH3:47])[cH:42][cH:43][c:44]12. Starting materials: CC(C)(C)OC(=O)N1CCC(Nc2nc3ccccc3s2)CC1, ClCCl, CC(=O)N1CCc2c(c(-c3ccc(C(F)(F)F)cc3)nn2CC2CO2)C1, O=C(O)C(F)(F)F. The product is CC(=O)N1CCc2c(c(-c3ccc(C(F)(F)F)cc3)nn2CC(O)CN2CCC(Nc3nc4ccccc4s3)CC2)C1. As a reaction SMILES: [C:1]([O:2][C:6](=[O:3])[N:8]1[CH2:9][CH2:10][CH:11]([NH:14][c:15]2[s:16][c:17]3[c:18]([n:19]2)[cH:20][cH:21][cH:22][cH:23]3)[CH2:12][CH2:13]1)([CH3:4])([CH3:5])[CH3:7].[Cl:57][CH2:58][Cl:59].[O:31]1[CH:32]([CH2:34][n:35]2[n:36][c:37](-[c:47]3[cH:48][cH:49][c:50]([C:53]([F:54])([F:55])[F:56])[cH:51][cH:52]3)[c:38]3[c:43]2[CH2:42][CH2:41][N:40]([C:44]([CH3:45])=[O:46])[CH2:39]3)[CH2:33]1.[OH:24][C:25]([C:26]([F:27])([F:28])[F:29])=[O:30]>>[CH2:6]([N:8]1[CH2:9][CH2:10][CH:11]([NH:14][c:15]2[s:16][c:17]3[c:18]([n:19]2)[cH:20][cH:21][cH:22][cH:23]3)[CH2:12][CH2:13]1)[CH:32]([OH:31])[CH2:34][n:35]1[n:36][c:37](-[c:47]2[cH:48][cH:49][c:50]([C:53]([F:54])([F:55])[F:56])[cH:51][cH:52]2)[c:38]2[c:43]1[CH2:42][CH2:41][N:40]([C:44]([CH3:45])=[O:46])[CH2:39]2. Reactants: CC(=O)O, CCOC(=O)C=O, CCOC(C)=O, CCOC(=O)Cl, ClCCl, [Na+], O=C([O-])O, NCCc1cccs1. As a reaction SMILES: [C:36]([OH:37])(=[O:38])[CH3:39].[C:9]([CH:10]=[O:11])(=[O:12])[O:13][CH2:14][CH3:15].[CH3:30][CH2:31][O:32][C:33]([CH3:34])=[O:35].[Cl:21][C:22](=[O:23])[O:24][CH2:25][CH3:26].[Cl:27][CH2:28][Cl:29].[Na+:20].[O-:16][C:17]([OH:18])=[O:19].[s:1]1[c:2]([CH2:6][CH2:7][NH2:8])[cH:3][cH:4][cH:5]1>>[s:1]1[c:2]([CH2:6][CH2:7][N:8]([CH2:10][C:9](=[O:12])[O:13][CH2:14][CH3:15])[C:22](=[O:23])[O:24][CH2:25][CH3:26])[cH:3][cH:4][cH:5]1. The product is CCOC(=O)CN(CCc1cccs1)C(=O)OCC. Starting materials: C(C)(C)N(CC)C(C)C (diisopropylethylamine), Cl.C(C1=CC=CC=C1)OC([C@@H](N)CC1=CNC2=CC=CC=C12)=O (tryptophan benzyl ester hydrochloride), C1(=CC=C(C=C1)N=C=NC1=CC=C(C=C1)C)C (1,3 di-p-tolylcarbodiimide). Solvent: CN(C)C=O (DMF). Run at time 10 minute. The product is C1(=CC=C(C=C1)N(C(=N)NC1=CC=C(C=C1)C)C(C(=O)OCC1=CC=CC=C1)CC1=CNC2=CC=CC=C12)C (Benzyl 2-[(N,N′-Di-p-tolyl)guanidinyl]-3-(3-indolyl)propionate). As a reaction SMILES: Cl.[CH2:2]([O:9][C:10](=[O:23])[C@H:11]([CH2:13][C:14]1[C:22]2[C:17](=[CH:18][CH:19]=[CH:20][CH:21]=2)[NH:16][CH:15]=1)N)[C:3]1[CH:8]=[CH:7][CH:6]=[CH:5][CH:4]=1.C([N:27](C(C)C)CC)(C)C.[C:33]1([CH3:49])[CH:38]=[CH:37][C:36]([N:39]=[C:40]=[N:41][C:42]2[CH:47]=[CH:46][C:45]([CH3:48])=[CH:44][CH:43]=2)=[CH:35][CH:34]=1>CN(C=O)C>[C:33]1([CH3:49])[CH:38]=[CH:37][C:36]([N:39]([CH:11]([CH2:13][C:14]2[C:22]3[C:17](=[CH:18][CH:19]=[CH:20][CH:21]=3)[NH:16][CH:15]=2)[C:10]([O:9][CH2:2][C:3]2[CH:4]=[CH:5][CH:6]=[CH:7][CH:8]=2)=[O:23])[C:40]([NH:41][C:42]2[CH:43]=[CH:44][C:45]([CH3:48])=[CH:46][CH:47]=2)=[NH:27])=[CH:35][CH:34]=1 |f:0.1|. Procedure details: 1.0 mmol of tryptophan benzyl ester hydrochloride was dissolved in 20 ml of DMF and 1.1 mmol of diisopropylethylamine was added. After 10 min, 1.0 mmol of 1,3 di-p-tolylcarbodiimide was added to the stirred solution. The reaction mixture was stirred overnight in room temperature. The precipitated solid was filtered off and washed twice with 1 ml of DMF. To the collected filtrate, 50 ml of water was added. The precipitated solid was collected by filtration and washed with water. The solid was dis... The reactants are CCn1nn[nH]c1=O, CC(=O)CC(C)C, ClCCBr, [I-], [K+], [Na+], [Na+], O=C([O-])[O-], O. The product is CCn1nnn(CCCl)c1=O. RXN SMILES: [CH2:1]([CH3:2])[n:3]1[n:4][n:5][nH:6][c:7]1=[O:8].[CH3:22][CH:23]([CH3:24])[CH2:25][C:26](=[O:27])[CH3:28].[Cl:9][CH2:10][CH2:11][Br:12].[I-:20].[K+:19].[Na+:13].[Na+:14].[O-:15][C:16](=[O:17])[O-:18].[OH2:21]>>[CH2:1]([CH3:2])[n:3]1[n:4][n:5][n:6]([CH2:11][CH2:10][Cl:9])[c:7]1=[O:8]. Starting materials: Cl (hydrochloric acid), [H-].[Na+] (sodium hydride), C(C=C)(=O)OC(C)(C)C (tert-butyl acrylate), ClC(C(=O)OC)Cl (methyl dichloroacetate). The solvent is O (water), CN(C=O)C (N,N-dimethylformamide). Run at temperature 10 celsius, time 2 hour. Yield: 84.0%. As a reaction SMILES: [H-].[Na+].[C:3]([O:7][C:8]([CH3:11])([CH3:10])[CH3:9])(=[O:6])[CH:4]=[CH2:5].[Cl:12][CH:13](Cl)[C:14]([O:16][CH3:17])=[O:15].Cl>CN(C)C=O.O>[C:8]([O:7][C:3]([CH:4]1[CH2:5][C:13]1([Cl:12])[C:14]([O:16][CH3:17])=[O:15])=[O:6])([CH3:11])([CH3:10])[CH3:9] |f:0.1|. Procedure details: 80 g of 60% sodium hydride was suspended in 1,000 ml of N,N-dimethylformamide. To this suspension was dropped 352 ml of tert-butyl acrylate within 30 minutes under ice-cooling. Then 207 ml of methyl dichloroacetate was dropped into this reaction mixture within 1.5 hours while maintaining the internal temperature at 10° C. After the completion of the addition, the mixture was stirred for 2 hours while maintaining the internal temperature at 10° to 20° C. Then the reaction mixture was neutralized ... The product is C(C)(C)(C)OC(=O)C1C(C1)(C(=O)OC)Cl (methyl 2-tert-butoxycarbonyl-1-chloro-1-cyclopropanecarboxylate). Reactants: C(=O)(OC)[C@H]1C=C(C2=CC(=C(C=3C[C@H](C[C@H]1C23)C2=CC=CC=C2)OC)OC)O ([1R*,8S*,9aR*]-1-carbomethoxy-5,6-dimethoxy-3-hydroxy-8-phenyl-7,8,9,9a-tetrahydrophenalene), Cl (hydrochloric acid), [H][H] (hydrogen). Reagents/catalysts: [Pd] (palladium). The solvent is CO (methanol), C(C)(=O)OCC (ethyl acetate). The product is C(=O)(OC)[C@@H]1CCC2=CC(=C(C=3C[C@H](C[C@H]1C23)C2=CC=CC=C2)OC)OC ([1R*,8S*,9aR*]1-Carbomethoxy-5,6-dimethoxy-8-phenyl-2,3,7,8,9,9a-hexahydrophenalene). As a reaction SMILES: [C:1]([C@@H:5]1[C@@H:16]2[C:17]3[C:8](=[CH:9][C:10]([O:26][CH3:27])=[C:11]([O:24][CH3:25])[C:12]=3[CH2:13][C@@H:14]([C:18]3[CH:23]=[CH:22][CH:21]=[CH:20][CH:19]=3)[CH2:15]2)[C:7](O)=[CH:6]1)([O:3][CH3:4])=[O:2].Cl.[H][H]>CO.C(OCC)(=O)C.[Pd]>[C:1]([C@H:5]1[C@@H:16]2[C:17]3[C:8](=[CH:9][C:10]([O:26][CH3:27])=[C:11]([O:24][CH3:25])[C:12]=3[CH2:13][C@@H:14]([C:18]3[CH:19]=[CH:20][CH:21]=[CH:22][CH:23]=3)[CH2:15]2)[CH2:7][CH2:6]1)([O:3][CH3:4])=[O:2]. Reported procedure: To a solution of 0.5 g (1.3 mmol) of [1R,8S,9aR]-1-carbomethoxy-5,6-dimethoxy-3-hydroxy-8-phenyl-7,8,9,9a-tetrahydrophenalene (182-3A) in 50 mL of methanol, 50 mL of ethyl acetate, and 0.1 mL of concentrated aqueous hydrochloric acid was solution was added 0.2 g of 5% palladium supported on carbon and the mixture was shaken under 4 atmospheres of hydrogen until the gas uptake had ceased. The palladium catalyst was removed by filtration through Celite® filter aid and the filtrate concentrated to ... Starting materials: [Cl-].[Cl-].[Cl-].[Al+3] (aluminium trichloride), P(Cl)(Cl)Cl (phosphorus trichloride), CC=1C=CC=CC1C (o-xylene). Conditions: time 2 hour. The product is CC=1C=C(C=CC1C)P(Cl)Cl (3,4-dimethylphenyl phosphonous dichloride). Isolated yield 65.6%. RXN SMILES: [Cl-].[Cl-].[Cl-].[Al+3].[P:5]([Cl:8])(Cl)[Cl:6].[CH3:9][C:10]1[CH:11]=[CH:12][CH:13]=[CH:14][C:15]=1[CH3:16]>>[CH3:9][C:10]1[CH:11]=[C:12]([P:5]([Cl:8])[Cl:6])[CH:13]=[CH:14][C:15]=1[CH3:16] |f:0.1.2.3|. Reported procedure: A mixture of carefully dried o-xylene (29.9 g), freshly prepared anhydrous aluminium trichloride (56 g) and freshly distilled phosphorus trichloride (172.6 g) was refluxed gently, with stirring, for 2 hours. The mixture was then refluxed vigorously for a further 11/2 hours. The source of heat was removed and freshly distilled phosphoryl chloride (64.5 g) added to the mixture dropwise, with stirring, so that reflux was maintained; a white solid precipitated during the addition. The reaction mixtu... Reactants: N1C=CC2=CC=CC=C12 (indole), BrC1=CSC=C1 (3-bromothiophene), C([O-])([O-])=O.[K+].[K+] (potassium carbonate), O (water). Reagents/catalysts: [Cu](Br)Br (copper bromide). Run in CN1C(CCC1)=O (N-methyl-2-pyrrolidinone). Reaction conditions: temperature 180 celsius. The product is S1C=C(C=C1)N1C=CC2=CC=CC=C12 (1-(3-Thienyl)indole). Reaction SMILES: [NH:1]1[C:9]2[C:4](=[CH:5][CH:6]=[CH:7][CH:8]=2)[CH:3]=[CH:2]1.Br[C:11]1[CH:15]=[CH:14][S:13][CH:12]=1.C(=O)([O-])[O-].[K+].[K+].O>CN1CCCC1=O.[Cu](Br)Br>[S:13]1[CH:14]=[CH:15][C:11]([N:1]2[C:9]3[C:4](=[CH:5][CH:6]=[CH:7][CH:8]=3)[CH:3]=[CH:2]2)=[CH:12]1 |f:2.3.4|. Reported procedure: A mixture of indole (16 g, 0.136 M), 3-bromothiophene (24.75 g, 0.146 M), potassium carbonate (20.1 g, 0.146 M) and copper bromide (0.84 g, 0.003 M) in 160 ml of N-methyl-2-pyrrolidinone was stirred and heated to 180° C. (under nitrogen atmosphere) for 42 hours. After this time, the reaction mixture was poured onto 800 ml of water and extracted with ethyl acetate (2×350 ml). The combined ethyl acetate extracts were washed with water, brine, dried over magnesium sulfate, filtered and concentrated...